This data is from the Open Reaction Database (ORD), a public repository of structured organic reaction records. The task is: describe an organic reaction: reactants, conditions, products, and yield The reactants are BrC1=CC=C(C=C1)S(=O)(=O)Cl (4-bromobenzene sulfonylchloride), N1=CC=CC2=CC=CC(=C12)N (8-quinolinamine), C(C)(=O)OCC (Ethyl acetate). Run in N1=CC=CC=C1 (pyridine). Run at temperature 25 celsius, time 8 hour. Yields the product BrC1=CC=C(C=C1)S(=O)(=O)NC=1C=CC=C2C=CC=NC12 (4-Bromo-N-quinolin-8-yl-benzenesulfonamide). Reaction SMILES: [Br:1][C:2]1[CH:7]=[CH:6][C:5]([S:8](Cl)(=[O:10])=[O:9])=[CH:4][CH:3]=1.[N:12]1[C:21]2[C:16](=[CH:17][CH:18]=[CH:19][C:20]=2[NH2:22])[CH:15]=[CH:14][CH:13]=1.C(OCC)(=O)C>N1C=CC=CC=1>[Br:1][C:2]1[CH:7]=[CH:6][C:5]([S:8]([NH:22][C:20]2[CH:19]=[CH:18][CH:17]=[C:16]3[C:21]=2[N:12]=[CH:13][CH:14]=[CH:15]3)(=[O:10])=[O:9])=[CH:4][CH:3]=1. Reported procedure: To a solution of 4-bromobenzene sulfonylchloride (1.10 g, 4.32 mmol) in pyridine (5 mL) was added 8-quinolinamine (1, 623 mg, 4.32 mmol) and the reaction mixture was stirred overnight at 25° C. Ethyl acetate was added to the reaction mixture and the organic layer was washed with saturated sodium carbonate (X 3), dried over magnesium sulfate, filtered and concentration under reduced pressure to afford a light brown solid (2, 1.57 g, 3.80 mmol). MS(ESI) [M+H+]+=363.1; 365.1 (1:1) Starting materials: ClC(CC(=O)OCC)C(CCC)=O (ethyl 2-chloro-3-oxo-hexane carboxylate), NC1=NC=CC=C1C (2-amino-3-picoline). The solvent is C(CO)O.COC (ethyleneglycol dimethylether). Product: C(CC)C=1N=C2N(C=CC=C2C)C1C(=O)OCC (2-n-Propyl-3-ethoxycarbonyl-8-methyl-imidazo[1,2-a]-pyridine). As a reaction SMILES: Cl[CH:2]([C:9](=O)[CH2:10][CH2:11]C)[CH2:3][C:4]([O:6][CH2:7][CH3:8])=[O:5].[NH2:14][C:15]1[C:20]([CH3:21])=[CH:19][CH:18]=[CH:17][N:16]=1>C(O)CO.COC>[CH2:9]([C:2]1[N:14]=[C:15]2[C:20]([CH3:21])=[CH:19][CH:18]=[CH:17][N:16]2[C:3]=1[C:4]([O:6][CH2:7][CH3:8])=[O:5])[CH2:10][CH3:11] |f:2.3|. Reported procedure: 2.3 g (11.9 mMol) of ethyl 2-chloro-3-oxo-hexane carboxylate and 2.6 g (23.8 mMol) of 2-amino-3-picoline are dissolved in 10 ml of ethyleneglycol-dimethylether and refluxed for 3 days. Then the solvent is evaporated off in vacuo and the residue is taken up in water/ethyl acetate 1:1. After the extraction the organic phase is separated off, washed with saturated saline solution, dried over magnesium sulphate and evaporated down. The residue is purified over a silica gel column (particle size: 0.0... Starting materials: C(C(C)C)#N (isobutyronitrile), O1CCCC1 (THF), C(CCC)[Li] (n-butyllithium), C(C)(C)NC(C)C (diisopropylamine), C(=O)=O (dry ice), O1CCCC1 (tetrahydrofuran), BrCC1=CC=C(C=C1)CBr (α,α'-dibromo-p-xylene), O1CCCC1 (THF), C(=O)=O (dry ice). The solvent is CCCCCC (hexane). Conditions: time 1 hour. Product: CC(CC1=CC=C(C=C1)CC(C)(C)C#N)(C)C#N (1,4-bis(2-methyl-2-cyanopropyl)benzene). Yield: 82.0%. RXN SMILES: [CH:1]([NH:4]C(C)C)(C)C.[CH2:8]([Li])[CH2:9][CH2:10][CH3:11].[C:13](#[N:17])[CH:14]([CH3:16])[CH3:15].[C:18](=O)=O.Br[CH2:22][C:23]1C=CC(CBr)=CC=1.O1[CH2:35][CH2:34][CH2:33][CH2:32]1>CCCCCC>[CH3:11][C:10]([C:1]#[N:4])([CH3:18])[CH2:9][C:8]1[CH:23]=[CH:22][C:34]([CH2:35][C:14]([C:13]#[N:17])([CH3:16])[CH3:15])=[CH:33][CH:32]=1. Procedure: In a 2-liter flask, equipped with a magnetic stirrer, a reflux condenser capped with a nitrogen bubbler, a dropping funnel, and a syringe adapter, was placed 900 ml of anhydrous tetrahydrofuran (THF) and 42 ml (30.32 g, 0.30 M) of diisopropylamine (via syringe). The stirred mixture was cooled in a dry ice-acetone bath, and then 138.6 ml of 2.17 N (0.30 M) n-butyllithium in hexane was added via syringe. After the mixture had stirred for 1 hr, a solution of 20.52 g (0.297 M) of freshly distilled i... Conditions: time 20 minute. Procedure details: 41 mg (0.195 mmol) of citric acid hydrate were added to 30 ml of a solution of 1.072 g (1.71 mmol) of 4-nitrobenzyl (1R,5S,6S)-2-(2-diethylcarbamoylphenylthio)-1-methyl-6-[1(R)-trimethylsilyloxyethyl]-1-carbapen-2-em-3-carboxylate (prepared as described in Example 34) in a 2:1 by volume mixture of methanol and methylene chloride, and the mixture was stirred for 20 minutes at room temperature. At the end of this time, the reaction solution was condensed by distillation under reduced pressure. The... The solvent is C(Cl)Cl (methylene chloride). RXN SMILES: O.C(O)(=O)CC(CC(O)=O)(C(O)=O)O.[CH2:15]([N:17]([CH2:56][CH3:57])[C:18]([C:20]1[CH:25]=[CH:24][CH:23]=[CH:22][C:21]=1[S:26][C:27]1[C@H:28]([CH3:55])[C@@H:29]2[C@@H:46]([C@H:47]([O:49][Si](C)(C)C)[CH3:48])[C:45](=[O:54])[N:30]2[C:31]=1[C:32]([O:34][CH2:35][C:36]1[CH:41]=[CH:40][C:39]([N+:42]([O-:44])=[O:43])=[CH:38][CH:37]=1)=[O:33])=[O:19])[CH3:16].CO>C(Cl)Cl>[CH2:56]([N:17]([CH2:15][CH3:16])[C:18]([C:20]1[CH:25]=[CH:24][CH:23]=[CH:22][C:21]=1[S:26][C:27]1[C@H:28]([CH3:55])[C@@H:29]2[C@@H:46]([C@H:47]([OH:49])[CH3:48])[C:45](=[O:54])[N:30]2[C:31]=1[C:32]([O:34][CH2:35][C:36]1[CH:37]=[CH:38][C:39]([N+:42]([O-:44])=[O:43])=[CH:40][CH:41]=1)=[O:33])=[O:19])[CH3:57] |f:0.1|. Product: C(C)N(C(=O)C1=C(C=CC=C1)SC=1[C@@H]([C@H]2N(C1C(=O)OCC1=CC=C(C=C1)[N+](=O)[O-])C([C@@H]2[C@@H](C)O)=O)C)CC (4-Nitrobenzyl (1R,5S,6S)-2-(2-diethylcarbamoylphenylthio)-1-methyl-6-[1(R)-hydroxyethyl]-1-carbapen-2-em-3-carboxylate). Isolated yield 102.5%. Reactants: O.C(CC(O)(C(=O)O)CC(=O)O)(=O)O (citric acid hydrate), solution, C(C)N(C(=O)C1=C(C=CC=C1)SC=1[C@@H]([C@H]2N(C1C(=O)OCC1=CC=C(C=C1)[N+](=O)[O-])C([C@@H]2[C@@H](C)O[Si](C)(C)C)=O)C)CC (4-nitrobenzyl (1R,5S,6S)-2-(2-diethylcarbamoylphenylthio)-1-methyl-6-[1(R)-trimethylsilyloxyethyl]-1-carbapen-2-em-3-carboxylate), CO (methanol). Starting materials: C1(=CC=CC=C1)S (benzenethiol), C(C)(=O)O[C@H]1[C@H](SC[C@H]([C@@H]1OC(C)=O)OC(C)=O)Br (2,3,4-tri-O-acetyl-5-thio-α-xylopyranosyl bromide), mercuric cyanide. Product: C(C)(=O)O[C@H]1[C@H](SC2=CC=CC=C2)SC[C@H]([C@@H]1OC(C)=O)OC(C)=O (phenyl 2,3,4-tri-O-acetyl-1,5-dithio-β-D-xylopyranoside). The yield is 52.3%. As a reaction SMILES: [C:1]1([SH:7])[CH:6]=[CH:5][CH:4]=[CH:3][CH:2]=1.[C:8]([O:11][C@@H:12]1[C@@H:17]([O:18][C:19](=[O:21])[CH3:20])[C@H:16]([O:22][C:23](=[O:25])[CH3:24])[CH2:15][S:14][C@@H:13]1Br)(=[O:10])[CH3:9]>>[C:8]([O:11][C@@H:12]1[C@@H:17]([O:18][C:19](=[O:21])[CH3:20])[C@H:16]([O:22][C:23](=[O:25])[CH3:24])[CH2:15][S:14][C@H:13]1[S:7][C:1]1[CH:6]=[CH:5][CH:4]=[CH:3][CH:2]=1)(=[O:10])[CH3:9]. Procedure: If the procedure described in Preparation I is followed starting from 4 g (36.3.10-3 mol) of benzenethiol, 14 g (39.4.10-3 mol) of 2,3,4-tri-O-acetyl-5-thio-α-xylopyranosyl bromide and 10 g (39.10-3 mol) of mercuric cyanide (Hg(CN)2), 7.3 g of the expected product are obtained after crystallization from ether. Starting materials: C(C)(C)(C)OC(=O)N1CC(C1)=CC=1N(C2=NC(=NC(=C2N1)N1CCOCC1)N1C(=NC2=C1C=CC=C2)[C@@H](C)O)C (3-{2-[2-((R)-1-hydroxyethyl)benzoimidazol-1-yl]-9-methyl-6-morpholin-4-yl-9H-purin-8-ylmethylene}azetidine-1-carboxylic acid tert-butyl ester). Reagents/catalysts: [OH-].[OH-].[Pd+2] (Pd(OH)2/C). Run in CCOC(=O)C (EtOAc), CCO (EtOH). Conditions: time 16 hour. The product is C(C)(C)(C)OC(=O)N1CC(C1)CC=1N(C2=NC(=NC(=C2N1)N1CCOCC1)N1C(=NC2=C1C=CC=C2)[C@@H](C)O)C (3-{2-[2-((R)-1-Hydroxyethyl)benzoimidazol-1-yl]-9-methyl-6-morpholin-4-yl-9H-purin-8-ylmethyl}azetidine-1-carboxylic acid tert-butyl ester). The yield is 91.7%. As a reaction SMILES: [C:1]([O:5][C:6]([N:8]1[CH2:11][C:10](=[CH:12][C:13]2[N:14]([CH3:40])[C:15]3[C:20]([N:21]=2)=[C:19]([N:22]2[CH2:27][CH2:26][O:25][CH2:24][CH2:23]2)[N:18]=[C:17]([N:28]2[C:32]4[CH:33]=[CH:34][CH:35]=[CH:36][C:31]=4[N:30]=[C:29]2[C@H:37]([OH:39])[CH3:38])[N:16]=3)[CH2:9]1)=[O:7])([CH3:4])([CH3:3])[CH3:2]>CCOC(C)=O.CCO.[OH-].[OH-].[Pd+2]>[C:1]([O:5][C:6]([N:8]1[CH2:9][CH:10]([CH2:12][C:13]2[N:14]([CH3:40])[C:15]3[C:20]([N:21]=2)=[C:19]([N:22]2[CH2:27][CH2:26][O:25][CH2:24][CH2:23]2)[N:18]=[C:17]([N:28]2[C:32]4[CH:33]=[CH:34][CH:35]=[CH:36][C:31]=4[N:30]=[C:29]2[C@H:37]([OH:39])[CH3:38])[N:16]=3)[CH2:11]1)=[O:7])([CH3:4])([CH3:3])[CH3:2] |f:3.4.5|. Reported procedure: To a solution of 3-{2-[2-((R)-1-hydroxyethyl)benzoimidazol-1-yl]-9-methyl-6-morpholin-4-yl-9H-purin-8-ylmethylene}azetidine-1-carboxylic acid tert-butyl ester (167 mg, 0.31 mmol) in EtOAc (5 mL) and EtOH (5 mL) was added 20% Pd(OH)2/C (160 mg) and the resulting mixture stirred under an atmosphere of H2 for 16 h. The reaction mixture was filtered through Celite® and the filtrate concentrated in vacuo affording the title compound (156 mg, 93%). LCMS (method A): RT 3.07 min [M+H]+ 549.4